This data is from the Open Reaction Database (ORD), a public repository of structured organic reaction records. The task is: describe an organic reaction: reactants, conditions, products, and yield Reactants: ClC1=CC(=C2C(=N1)SC=C2C2=CC=C(C=C2)F)NCC2=NC=CC=C2 ([6-Chloro-3-(4-fluoro-phenyl)-thieno[2,3-b]pyridin-4-yl]-pyridin-2-ylmethyl-amine). The reagents and catalysts are [Zn] (Zinc). Run in C(C)(=O)O (acetic acid). Yields the product FC1=CC=C(C=C1)C1=CSC2=NC=CC(=C21)NCC2=NC=CC=C2 ([3-(4-fluoro-phenyl)-thieno[2,3-b]pyridin-4-yl]-pyridin-2-ylmethyl-amine). Reaction SMILES: Cl[C:2]1[N:7]=[C:6]2[S:8][CH:9]=[C:10]([C:11]3[CH:16]=[CH:15][C:14]([F:17])=[CH:13][CH:12]=3)[C:5]2=[C:4]([NH:18][CH2:19][C:20]2[CH:25]=[CH:24][CH:23]=[CH:22][N:21]=2)[CH:3]=1>C(O)(=O)C.[Zn]>[F:17][C:14]1[CH:13]=[CH:12][C:11]([C:10]2[C:5]3[C:6](=[N:7][CH:2]=[CH:3][C:4]=3[NH:18][CH2:19][C:20]3[CH:25]=[CH:24][CH:23]=[CH:22][N:21]=3)[S:8][CH:9]=2)=[CH:16][CH:15]=1. Procedure: [6-Chloro-3-(4-fluoro-phenyl)-thieno[2,3-b]pyridin-4-yl]-pyridin-2-ylmethyl-amine (40 mg, 0.1 mmol) was dissolved in acetic acid (3 ml). Zinc powder (71 mg, 1 mmol) was added and the mixture refluxed for 6 hr. On cooling, the mixture was filtered through celite and the solids washed with further portions of acetic acid (3×5 ml). The acetic acid extracts were neutralized with saturated sodium bicarbonate solution and extracted with DCM (2×50 ml). The extracts were combined, dried over sodium sulf... The reactants are C(C)OC(CCCNC(=O)C1CC2=CC=CC=C2CC1)OCC (1,2,3,4-Tetrahydro-naphthalene-2-carboxylic acid (4,4-diethoxy-butyl)-amide), O=CCCCNC(=O)C1CCCCC1 (cyclohexanecarboxylic acid (4-oxo-butyl)-amide). Yields the product O=CCCCNC(=O)C1CC2=CC=CC=C2CC1 (1,2,3,4-Tetrahydro-naphthalene-2-carboxylic acid (4-oxo-butyl)-amide). RXN SMILES: C([O:3][CH:4](OCC)[CH2:5][CH2:6][CH2:7][NH:8][C:9]([CH:11]1[CH2:20][CH2:19][C:18]2[C:13](=[CH:14][CH:15]=[CH:16][CH:17]=2)[CH2:12]1)=[O:10])C.O=CCCCNC(C1CCCCC1)=O>>[O:3]=[CH:4][CH2:5][CH2:6][CH2:7][NH:8][C:9]([CH:11]1[CH2:20][CH2:19][C:18]2[C:13](=[CH:14][CH:15]=[CH:16][CH:17]=2)[CH2:12]1)=[O:10]. Procedure: 1,2,3,4-Tetrahydro-naphthalene-2-carboxylic acid (4-oxo-butyl)-amide (23C) is prepared from 23B as described for 20B. Reactants: CC1=NC2=CC=CC(=C2C=C1)N1CCN(CC1)CCC=1C=C(N)C=CC1 (3-{2-[4-(2-Methyl-5-quinolinyl)-1-piperazinyl]ethyl}aniline), ClC1=CC2=C(C(OC2=O)=O)C=C1Cl (5,6-dichloro-2-benzofuran-1,3-dione). Product: ClC=1C=C2CN(CC2=CC1Cl)C1=CC(=CC=C1)CCN1CCN(CC1)C1=C2C=CC(=NC2=CC=C1)C (5,6-dichloro-2-(3-{2-[4-(2-methyl-5-quinolinyl)-1-piperazinyl]ethyl}phenyl)-1H-isoindole). Reaction SMILES: [CH3:1][C:2]1[CH:11]=[CH:10][C:9]2[C:4](=[CH:5][CH:6]=[CH:7][C:8]=2[N:12]2[CH2:17][CH2:16][N:15]([CH2:18][CH2:19][C:20]3[CH:21]=[C:22]([CH:24]=[CH:25][CH:26]=3)[NH2:23])[CH2:14][CH2:13]2)[N:3]=1.[Cl:27][C:28]1[C:38]([Cl:39])=[CH:37][C:31]2[C:32](=O)O[C:34](=O)[C:30]=2[CH:29]=1>>[Cl:27][C:28]1[CH:29]=[C:30]2[C:31](=[CH:37][C:38]=1[Cl:39])[CH2:32][N:23]([C:22]1[CH:24]=[CH:25][CH:26]=[C:20]([CH2:19][CH2:18][N:15]3[CH2:14][CH2:13][N:12]([C:8]4[CH:7]=[CH:6][CH:5]=[C:4]5[C:9]=4[CH:10]=[CH:11][C:2]([CH3:1])=[N:3]5)[CH2:17][CH2:16]3)[CH:21]=1)[CH2:34]2. Procedure details: Prepared from 3-{2-[4-(2-methyl-5-quinolinyl)-1-piperazinyl]ethyl}aniline (D6) and 5,6-dichloro-2-benzofuran-1,3-dione according to Method I. Reactants: COC1=CC=CC=2C(=NOC21)C (7-methoxy-3-methyl-1,2-benzisoxazole), ICC1CCN(CC1)C(=O)OC(C)(C)C (4-iodomethyl-1-piperidinecarboxylic acid, 1-(1,1-dimethylethyl) ester), [Li+].CC(C)[N-]C(C)C (LDA). Run in C1CCOC1 (THF). The product is COC1=CC=CC=2C(=NOC21)CCC2N(CCCC2)C(=O)OC(C)(C)C (2-[7-Methoxy-1,2-benzisoxazol-3-yl]ethyl-1-piperidinecarboxylic acid, 1-(1,1-dimethylethyl) ester). The yield is 61.8%. RXN SMILES: [CH3:1][O:2][C:3]1[C:11]2[O:10][N:9]=[C:8]([CH3:12])[C:7]=2[CH:6]=[CH:5][CH:4]=1.IC[CH:15]1[CH2:20][CH2:19][N:18]([C:21]([O:23][C:24]([CH3:27])([CH3:26])[CH3:25])=[O:22])[CH2:17][CH2:16]1.[Li+].[CH3:29]C([N-]C(C)C)C>C1COCC1>[CH3:1][O:2][C:3]1[C:11]2[O:10][N:9]=[C:8]([CH2:12][CH2:29][CH:17]3[CH2:16][CH2:15][CH2:20][CH2:19][N:18]3[C:21]([O:23][C:24]([CH3:25])([CH3:26])[CH3:27])=[O:22])[C:7]=2[CH:6]=[CH:5][CH:4]=1 |f:2.3|. Procedure details: The procedure described in Example 1d was followed using 7-methoxy-3-methyl-1,2-benzisoxazole (0.30 g, 1.84 mmol), 4-iodomethyl-1-piperidinecarboxylic acid, 1-(1,1-dimethylethyl) ester (0.60 g, 1.85 mmol), and 1M LDA (1.9 mL, 1.9 mmol) in dry THF (2 mL). After purification, the title compound (0.41 g, 62%) was obtained as a pale yellow oil. Starting materials: C(C)N1CN(CCC1)C\C=C\CN1CN(CCC1)CC ((E)-1,4-bis(3-ethyl-hexahydropyrimidin-1-yl)but-2-ene), Cl (hydrochloric acid). Run in CO (methanol), CO (methanol). Yields the product Cl.Cl.Cl.Cl.C(C)NCCCNC\C=C\CNCCCNCC ((E)-1,14-Di-ethyl-1,5,10,14-tetraazatetradec-7-ene tetrahydrochloride). RXN SMILES: [CH2:1]([N:3]1[CH2:8][CH2:7][CH2:6][N:5]([CH2:9]/[CH:10]=[CH:11]/[CH2:12][N:13]2[CH2:18][CH2:17][CH2:16][N:15]([CH2:19][CH3:20])C2)C1)[CH3:2].[ClH:21]>CO>[ClH:21].[ClH:21].[ClH:21].[ClH:21].[CH2:19]([NH:15][CH2:16][CH2:17][CH2:18][NH:13][CH2:12]/[CH:11]=[CH:10]/[CH2:9][NH:5][CH2:6][CH2:7][CH2:8][NH:3][CH2:1][CH3:2])[CH3:20] |f:3.4.5.6.7|. Procedure: A mixture of 0.18 g (0.642 mmol) of (E)-1,4-bis(3-ethyl-hexahydropyrimidin-1-yl)but-2-ene, 2.5 ml of methanol and 2.56 ml (5.12 mmol) of 2N hydrochloric acid is heated for 72 h under reflux. The reaction mixture is then cooled to room temperature, and 10 ml of methanol are added, whereupon the title compound precipitates in crystalline form. The crystallisate, which is washed with methanol and diethyl ether and dried under a high vacuum at 120° C., melts at >260° C. 1H-NMR (D2O): δ1.27(t,6H); 2.... Reactants: C[Si](Cl)(Cl)Cl.N (CH3SiCl3 NH3), CCOCC (Et2O). Solvent: C1CCOC1 (THF), C1CCOC1 (THF). The product is C[SiH](Cl)Cl (CH3SiHCl2), C[Si](Cl)(Cl)Cl (CH3SiCl3). As a reaction SMILES: [CH3:1][Si:2]([Cl:5])([Cl:4])[Cl:3].N.CCOCC>C1COCC1>[CH3:1][SiH:2]([Cl:4])[Cl:3].[CH3:1][Si:2]([Cl:5])([Cl:4])[Cl:3] |f:0.1|. Procedure details: As control experiments, the ammonolysis of CH3SiCl3 alone was studied. Ammonolysis of this precursor in Et2O gave a 46% yield of soluble solid product, molecular weight 702 g/mol. ceramic yield (by TGA to 950° C.) 56%. A similar CH3SiCl3 /NH3 reaction in THF gave soluble solid product in 82% yield, molecular weight 672 g/mol, ceramic yield (by TGA) 69%. By proton NMR (CH3Si/NH integration), the Et2O product may be formulated as [CH3Si(NH)1.3 ]x, the THF product as [CH3Si(NH)1.6 ]x. (This is only... Starting materials: C(C(=O)Cl)(=O)Cl (oxalyl chloride), CC1=C(C(=O)O)C=CC(=C1C)OC[C@H]1OC2=C(N(C1)C)C=CC=C2 (2,3-dimethyl-4-(((2S)-4-methyl-3,4-dihydro-2H-1,4-benzoxazin-2-yl)methoxy)benzoic acid). The reagents and catalysts are CN(C=O)C (N,N-dimethylformamide). The solvent is COCCOC (1,2-dimethoxyethane). Run at temperature 40 celsius, time 30 minute. The product is CC1=C(C(=O)Cl)C=CC(=C1C)OC[C@H]1OC2=C(N(C1)C)C=CC=C2 (2,3-dimethyl-4-(((2S)-4-methyl-3,4-dihydro-2H-1,4-benzoxazin-2-yl)methoxy)benzoylchloride). As a reaction SMILES: [CH3:1][C:2]1[C:10]([CH3:11])=[C:9]([O:12][CH2:13][C@@H:14]2[CH2:19][N:18]([CH3:20])[C:17]3[CH:21]=[CH:22][CH:23]=[CH:24][C:16]=3[O:15]2)[CH:8]=[CH:7][C:3]=1[C:4](O)=[O:5].C(Cl)(=O)C([Cl:28])=O>CN(C)C=O.COCCOC>[CH3:1][C:2]1[C:10]([CH3:11])=[C:9]([O:12][CH2:13][C@@H:14]2[CH2:19][N:18]([CH3:20])[C:17]3[CH:21]=[CH:22][CH:23]=[CH:24][C:16]=3[O:15]2)[CH:8]=[CH:7][C:3]=1[C:4]([Cl:28])=[O:5]. Procedure details: Under argon atmosphere, the compound (400 mg) prepared in Example 9 was dissolved to 1,2-dimethoxyethane (6.0 mL). Anhydrous N,N-dimethylformamide (one drop) and oxalyl chloride (0.22 mL) were added to the reaction mixture, which was stirred for 30 minutes at 40° C. The title compound was obtained by concentrating the reaction mixture. Starting materials: COC(C1=CC(C(=O)OC)=C(C=C1)O)=O (dimethyl-4-hydroxyisophthalate). Run in N1=CC=CC=C1 (pyridine). The product is OC1=C(C(=O)O)C=C(C=C1)C(=O)OC (2-Hydroxy-5-(methoxycarbonyl)benzoic acid). The yield is 99.6%. As a reaction SMILES: [CH3:1][O:2][C:3](=[O:15])[C:4]1[CH:13]=[CH:12][C:11]([OH:14])=[C:6]([C:7]([O:9]C)=[O:8])[CH:5]=1>N1C=CC=CC=1>[OH:14][C:11]1[CH:12]=[CH:13][C:4]([C:3]([O:2][CH3:1])=[O:15])=[CH:5][C:6]=1[C:7]([OH:9])=[O:8]. Procedure: A solution of dimethyl-4-hydroxyisophthalate (10.0 g, 47.6 mmol) in pyridine (70 mL) was heated to reflux for 15 h. The reaction mixture was concentrated in vacuo and acidified with 1N HCl at 0° C. The resulting solid was collected by filtration, washed with water and dried in vacuo to provide the title compound (9.3 g, 100%) as a white solid. 1H NMR (DMSO-d6) δ 8.40 (d, J=2.0 Hz, 1H), 8.06 (dd, J=8.4, 2.0 Hz, 1H), 7.07 (d, J=8.4 Hz, 1H), 3.84 (s, 3H); MS(ESI−) m/z 195.2 (M−H)−. The reactants are COc1cc(NC(=O)OC(C)(C)C)c(NC(=O)CC(=O)c2cccc(C#N)c2)cc1-n1cccc1C(C)(C)C, ClCCl, O=C(O)C(F)(F)F. The product is COc1cc2c(cc1-n1cccc1C(C)(C)C)NC(=O)CC(c1cccc(C#N)c1)=N2. Reaction SMILES: [C:1]([O:2][C:3](=[O:4])[NH:7][c:8]1[c:9]([NH:25][C:26]([CH2:27][C:28](=[O:5])[c:30]2[cH:31][c:32]([C:36]#[N:37])[cH:33][cH:34][cH:35]2)=[O:38])[cH:10][c:11](-[n:16]2[c:17]([C:21]([CH3:22])([CH3:23])[CH3:24])[cH:18][cH:19][cH:20]2)[c:12]([O:14][CH3:15])[cH:13]1)([CH3:6])([CH3:29])[CH3:39].[Cl:47][CH2:48][Cl:49].[F:40][C:41]([F:42])([F:43])[C:44]([OH:45])=[O:46]>>[N:7]1=[C:28]([c:30]2[cH:31][c:32]([C:36]#[N:37])[cH:33][cH:34][cH:35]2)[CH2:27][C:26](=[O:38])[NH:25][c:9]2[c:8]1[cH:13][c:12]([O:14][CH3:15])[c:11](-[n:16]1[c:17]([C:21]([CH3:22])([CH3:23])[CH3:24])[cH:18][cH:19][cH:20]1)[cH:10]2.